This data is from the Open Reaction Database (ORD), a public repository of structured organic reaction records. The task is: describe an organic reaction: reactants, conditions, products, and yield Reactants: Brc1cccc(Br)n1, CC(C)(C)N=C=O, C1CCOC1, [Li]CCCC. The product is CC(C)(C)NC(=O)c1cccc(Br)n1. As a reaction SMILES: [Br:1][c:2]1[n:3][c:4]([Br:8])[cH:5][cH:6][cH:7]1.[C:14]([CH3:15])([CH3:16])([CH3:17])[N:18]=[C:19]=[O:20].[CH2:21]1[O:22][CH2:23][CH2:24][CH2:25]1.[CH2:9]([Li:10])[CH2:11][CH2:12][CH3:13]>>[c:2]1([C:19]([NH:18][C:14]([CH3:15])([CH3:16])[CH3:17])=[O:20])[n:3][c:4]([Br:8])[cH:5][cH:6][cH:7]1. The reactants are CCCc1ccc2c(Cl)ccnc2n1, CC(=O)Nc1ccc(Sc2ccc(C)cc2N)c(F)c1. Yields the product CCCc1ccc2c(Nc3cc(C)ccc3Sc3ccc(NC(C)=O)cc3F)ccnc2n1. Reaction SMILES: [Cl:1][c:2]1[c:3]2[cH:4][cH:5][c:6]([CH2:12][CH2:13][CH3:14])[n:7][c:8]2[n:9][cH:10][cH:11]1.[NH2:15][c:16]1[c:17]([S:23][c:24]2[c:25]([F:34])[cH:26][c:27]([NH:30][C:31]([CH3:32])=[O:33])[cH:28][cH:29]2)[cH:18][cH:19][c:20]([CH3:22])[cH:21]1>>[c:2]1([NH:15][c:16]2[c:17]([S:23][c:24]3[c:25]([F:34])[cH:26][c:27]([NH:30][C:31]([CH3:32])=[O:33])[cH:28][cH:29]3)[cH:18][cH:19][c:20]([CH3:22])[cH:21]2)[c:3]2[cH:4][cH:5][c:6]([CH2:12][CH2:13][CH3:14])[n:7][c:8]2[n:9][cH:10][cH:11]1. Reactants: CCOC(=O)C(C)(CC=C(C)C)Sc1ccc(OC)cc1, CO, [Na+], [OH-]. The product is COc1ccc(SC(C)(CC=C(C)C)C(=O)O)cc1. As a reaction SMILES: [CH2:1]([CH3:2])[O:3][C:4]([C:5]([CH2:6][CH:7]=[C:8]([CH3:9])[CH3:10])([CH3:11])[S:12][c:13]1[cH:14][cH:15][c:16]([O:19][CH3:20])[cH:17][cH:18]1)=[O:21].[CH3:22][OH:23].[Na+:25].[OH-:24]>>[O:3]=[C:4]([C:5]([CH2:6][CH:7]=[C:8]([CH3:9])[CH3:10])([CH3:11])[S:12][c:13]1[cH:14][cH:15][c:16]([O:19][CH3:20])[cH:17][cH:18]1)[OH:21]. Reactants: C1(CCCCC1)N=C=O (cyclohexyl isocyanate), NC1=NC=2C=CC=NC2C2=C1N=C(N2CCCCN)CCCC (4-(4-amino-2-butyl-1H-imidazo[4,5-c][1,5]naphthyridin-1-yl)butaneamine). Yields the product NC1=NC=2C=CC=NC2C2=C1N=C(N2CCCCNC(=O)NC2CCCCC2)CCCC (N-[4-(4-amino-2-butyl-1H-imidazo[4,5-c][1,5]naphthyridin-1-yl)butyl]-N′-cyclohexylurea). The yield is 66.7%. RXN SMILES: [CH:1]1([N:7]=[C:8]=[O:9])[CH2:6][CH2:5][CH2:4][CH2:3][CH2:2]1.[NH2:10][C:11]1[C:20]2[N:21]=[C:22]([CH2:29][CH2:30][CH2:31][CH3:32])[N:23]([CH2:24][CH2:25][CH2:26][CH2:27][NH2:28])[C:19]=2[C:18]2[N:17]=[CH:16][CH:15]=[CH:14][C:13]=2[N:12]=1>>[NH2:10][C:11]1[C:20]2[N:21]=[C:22]([CH2:29][CH2:30][CH2:31][CH3:32])[N:23]([CH2:24][CH2:25][CH2:26][CH2:27][NH:28][C:8]([NH:7][CH:1]3[CH2:6][CH2:5][CH2:4][CH2:3][CH2:2]3)=[O:9])[C:19]=2[C:18]2[N:17]=[CH:16][CH:15]=[CH:14][C:13]=2[N:12]=1. Reported procedure: Using the general method of Example 47, cyclohexyl isocyanate (61 μL, 0.48 mmol) was reacted with 4-(4-amino-2-butyl-1H-imidazo[4,5-c][1,5]naphthyridin-1-yl)butaneamine (0.15 g, 0.48 mmole) to provide 0.14 g of N-[4-(4-amino-2-butyl-1H-imidazo[4,5-c][1,5]naphthyridin-1-yl)butyl]-N′-cyclohexylurea as a white solid. Analysis: Calculated for C24H35N7O: %C, 65.88; %H, 8.06; %N, 22.41. 1H NMR (300 MHz, CDCl3) δ 8.60 (dd, J=4.4, 1.4 Hz, 1H), 8.08 (d, J=8.5 Hz, 1H), 7.44 (dd, J=8.5, 4.4 Hz, 1H), 5.55 (... Starting materials: CC(C)(C)OC(=O)N1CCC(c2nc(Br)cn2CCOC2CCCCO2)CC1, CC(=O)[O-], CC(=O)[O-], Cc1ccccc1, OB(O)C1CC1, C1CCC(P(C2CCCCC2)C2CCCCC2)CC1, [K+], [K+], [K+], O, O=P([O-])([O-])[O-], [Pd+2]. The product is CC(C)(C)OC(=O)N1CCC(c2nc(C3CC3)cn2CCOC2CCCCO2)CC1. As a reaction SMILES: [Br:1][c:2]1[n:3][c:4]([CH:16]2[CH2:17][CH2:18][N:19]([C:22](=[O:23])[O:24][C:25]([CH3:26])([CH3:27])[CH3:28])[CH2:20][CH2:21]2)[n:5]([CH2:7][CH2:8][O:9][CH:10]2[O:11][CH2:12][CH2:13][CH2:14][CH2:15]2)[cH:6]1.[C:70]([O-:71])(=[O:72])[CH3:73].[C:75]([O-:76])(=[O:77])[CH3:78].[CH3:62][c:63]1[cH:64][cH:65][cH:66][cH:67][cH:68]1.[CH:29]1([B:32]([OH:33])[OH:34])[CH2:30][CH2:31]1.[CH:35]1([P:36]([CH:37]2[CH2:38][CH2:39][CH2:40][CH2:41][CH2:42]2)[CH:43]2[CH2:44][CH2:45][CH2:46][CH2:47][CH2:48]2)[CH2:49][CH2:50][CH2:51][CH2:52][CH2:53]1.[K+:59].[K+:60].[K+:61].[OH2:69].[P:54]([O-:55])([O-:56])([O-:57])=[O:58].[Pd+2:74]>>[c:2]1([CH:29]2[CH2:30][CH2:31]2)[n:3][c:4]([CH:16]2[CH2:17][CH2:18][N:19]([C:22](=[O:23])[O:24][C:25]([CH3:26])([CH3:27])[CH3:28])[CH2:20][CH2:21]2)[n:5]([CH2:7][CH2:8][O:9][CH:10]2[O:11][CH2:12][CH2:13][CH2:14][CH2:15]2)[cH:6]1. Reaction SMILES: C([O:3][CH:4](OCC)[CH2:5][S:6][CH2:7][C:8]1[NH:9][C:10]([CH3:32])=[C:11]([C:28]([O:30][CH3:31])=[O:29])[CH:12]([C:19]2[CH:24]=[CH:23][CH:22]=[C:21]([N+:25]([O-:27])=[O:26])[CH:20]=2)[C:13]=1[C:14]([O:16][CH2:17][CH3:18])=[O:15])C.C1(C=CC(O)=CC=1)O.C(O)(=O)C(O)=O>C1COCC1>[CH:4]([CH2:5][S:6][CH2:7][C:8]1[NH:9][C:10]([CH3:32])=[C:11]([C:28]([O:30][CH3:31])=[O:29])[CH:12]([C:19]2[CH:24]=[CH:23][CH:22]=[C:21]([N+:25]([O-:27])=[O:26])[CH:20]=2)[C:13]=1[C:14]([O:16][CH2:17][CH3:18])=[O:15])=[O:3]. Reported procedure: A THF solution (25 ml) of 2-[(2,2-diethoxyethyl)thio]methyl-3-carboethoxy-5-carbomethoxy-4-(m-nitrophenyl)-6-methyl-1,4-dihydropyridine (5 g), hydroquinone (0.5 g) and oxalic acid (1N water solution, 10 ml) is heated to the reflux temperature, under N2 atmosphere, for one hour, then the THF is evaporated in vacuum and the water layer is extracted with AcOEt (3×20 ml). The organic phases are washed with water (2×5 ml), a satured solution of NaHCO3 (2×5 ml) and water (3×5 ml), dried on Na2SO4 and ... Yields the product C(=O)CSCC=1NC(=C(C(C1C(=O)OCC)C1=CC(=CC=C1)[N+](=O)[O-])C(=O)OC)C (2-[(formylmethyl)thio]methyl-3-carboethoxy-5-carbomethoxy-4-(m-nitrophenyl)-6-methyl-1, 4-dihydropyridine). Run in C1CCOC1 (THF). The reactants are C(C)OC(CSCC=1NC(=C(C(C1C(=O)OCC)C1=CC(=CC=C1)[N+](=O)[O-])C(=O)OC)C)OCC (2-[(2,2-diethoxyethyl)thio]methyl-3-carboethoxy-5-carbomethoxy-4-(m-nitrophenyl)-6-methyl-1,4-dihydropyridine), C1(O)=CC=C(O)C=C1 (hydroquinone), C(C(=O)O)(=O)O (oxalic acid). Yield: 89.0%. Reactants: CC(CCC)OCCCOC(=O)C=1C(=CC=C(C1)OC(C)=O)C1=CC=CC=C1 (p-acetyloxybiphenylcarboxylic acid (2-pentyloxy)propyl ester), [NH4+].[OH-] (NH4OH). Run in CO (methanol), CO (methanol). The product is CC(CCC)OCCCOC(=O)C=1C(=CC=C(C1)O)C1=CC=CC=C1 (p-hydroxybiphenylcarboxylic acid (2-pentyloxy)propyl ester). RXN SMILES: [CH3:1][CH:2]([O:6][CH2:7][CH2:8][CH2:9][O:10][C:11]([C:13]1[C:14]([C:23]2[CH:28]=[CH:27][CH:26]=[CH:25][CH:24]=2)=[CH:15][CH:16]=[C:17]([O:19]C(=O)C)[CH:18]=1)=[O:12])[CH2:3][CH2:4][CH3:5].[NH4+].[OH-]>CO>[CH3:1][CH:2]([O:6][CH2:7][CH2:8][CH2:9][O:10][C:11]([C:13]1[C:14]([C:23]2[CH:24]=[CH:25][CH:26]=[CH:27][CH:28]=2)=[CH:15][CH:16]=[C:17]([OH:19])[CH:18]=1)=[O:12])[CH2:3][CH2:4][CH3:5] |f:1.2|. Procedure: After the p-acetyloxybiphenylcarboxylic acid (2-pentyloxy)propyl ester was diluted with 50 ml of methanol, a mixture of methanol: NH4OH (28%)=1:1 was added under stirring to carry out hydrolysis. Then, the reaction mixture was extracted with anhydrous sodium sulfate (×3), the ether layer was washed with 50 ml of water (×3) and dried over anhydrous sodium sulfate, followed by evaporation of the solvent to obtain an oily product. The product was purified by silica gel chromatography to obtain 2.6 ... The product is Nc1nc(Cl)cc(Oc2ccc3c(C(=O)Nc4ccc(F)c(C(F)(F)F)c4)nsc3c2)n1. Reactants: CN1CCCC1=O, CCOC(C)=O, O=C(Nc1ccc(F)c(C(F)(F)F)c1)c1nsc2cc(O)ccc12, [K+], [K+], [K+], Nc1nc(Cl)cc(Cl)n1, O, O=P([O-])([O-])[O-]. As a reaction SMILES: [CH3:42][N:43]1[CH2:44][CH2:45][CH2:46][C:47]1=[O:48].[CH3:49][CH2:50][O:51][C:52]([CH3:53])=[O:54].[F:10][c:11]1[c:12]([C:30]([F:31])([F:32])[F:33])[cH:13][c:14]([NH:17][C:18](=[O:19])[c:20]2[n:21][s:22][c:23]3[c:24]2[cH:25][cH:26][c:27]([OH:29])[cH:28]3)[cH:15][cH:16]1.[K+:39].[K+:40].[K+:41].[NH2:1][c:2]1[n:3][c:4]([Cl:9])[cH:5][c:6]([Cl:8])[n:7]1.[OH2:55].[P:34]([O-:35])([O-:36])([O-:37])=[O:38]>>[NH2:1][c:2]1[n:3][c:4]([Cl:9])[cH:5][c:6]([O:29][c:27]2[cH:26][cH:25][c:24]3[c:20]([C:18]([NH:17][c:14]4[cH:13][c:12]([C:30]([F:31])([F:32])[F:33])[c:11]([F:10])[cH:16][cH:15]4)=[O:19])[n:21][s:22][c:23]3[cH:28]2)[n:7]1.